From a dataset of the Open Reaction Database (ORD), a public repository of structured organic reaction records. describe an organic reaction: reactants, conditions, products, and yield The reactants are COC1=C(CN)C=CC(=C1)OC (2,4-dimethoxy-benzylamine), C(C1=CC=CC=C1)OCC1OC1 (2-[(benzyloxy)methyl]oxirane). Yields the product C(C1=CC=CC=C1)OCC(CNCC1=C(C=C(C=C1)OC)OC)O (1-(benzyloxy)-3-[(2,4-dimethoxybenzyl)amino]propan-2-ol). Reaction SMILES: [CH3:1][O:2][C:3]1[CH:10]=[C:9]([O:11][CH3:12])[CH:8]=[CH:7][C:4]=1[CH2:5][NH2:6].[CH2:13]([O:20][CH2:21][CH:22]1[CH2:24][O:23]1)[C:14]1[CH:19]=[CH:18][CH:17]=[CH:16][CH:15]=1>>[CH2:13]([O:20][CH2:21][CH:22]([OH:23])[CH2:24][NH:6][CH2:5][C:4]1[CH:7]=[CH:8][C:9]([O:11][CH3:12])=[CH:10][C:3]=1[O:2][CH3:1])[C:14]1[CH:19]=[CH:18][CH:17]=[CH:16][CH:15]=1. Reported procedure: Starting materials: 2,4-dimethoxy-benzylamine and 2-[(benzyloxy)methyl]oxirane